From a dataset of the Open Reaction Database (ORD), a public repository of structured organic reaction records. describe an organic reaction: reactants, conditions, products, and yield The reactants are CS(=O)(=O)OCC1CC(c2ccc(Br)s2)=NO1, [Cl-], [N-]=[N+]=[N-], [Na+], [Na+], CN(C)C=O. Product: [N-]=[N+]=NCC1CC(c2ccc(Br)s2)=NO1. RXN SMILES: [Br:1][c:2]1[cH:3][cH:4][c:5]([C:7]2=[N:8][O:9][CH:10]([CH2:12][O:13][S:14]([CH3:15])(=[O:16])=[O:17])[CH2:11]2)[s:6]1.[Cl-:23].[N-:19]=[N+:20]=[N-:21].[Na+:18].[Na+:22].[O:24]=[CH:25][N:26]([CH3:27])[CH3:28]>>[Br:1][c:2]1[cH:3][cH:4][c:5]([C:7]2=[N:8][O:9][CH:10]([CH2:12][N:19]=[N+:20]=[N-:21])[CH2:11]2)[s:6]1. Starting materials: CN=C=O, ClCCl, S=c1ncc(Cl)c[nH]1. The product is CNC(=O)Sc1ncc(Cl)cn1. RXN SMILES: [CH3:9][N:10]=[C:11]=[O:12].[Cl:13][CH2:14][Cl:15].[Cl:1][c:2]1[cH:3][n:4][c:5](=[S:8])[nH:6][cH:7]1>>[Cl:1][c:2]1[cH:3][n:4][c:5]([S:8][C:11]([NH:10][CH3:9])=[O:12])[n:6][cH:7]1. Reactants: O=C(O)c1ccc(B(O)O)cc1, [Na+], [Na+], O=C([O-])[O-], C1COCCO1, O, O=C1N(c2ccccc2)C(c2ccc(Br)cc2)CN1S(=O)(=O)c1ccccc1. Yields the product O=C(O)c1ccc(-c2ccc(C3CN(S(=O)(=O)c4ccccc4)C(=O)N3c3ccccc3)cc2)cc1. Reaction SMILES: [C:29](=[O:30])([OH:31])[c:32]1[cH:33][cH:34][c:35]([B:38]([OH:39])[OH:40])[cH:36][cH:37]1.[Na+:41].[Na+:42].[O-:43][C:44](=[O:45])[O-:46].[O:47]1[CH2:48][CH2:49][O:50][CH2:51][CH2:52]1.[OH2:53].[c:1]1([S:7](=[O:8])(=[O:9])[N:10]2[C:11](=[O:28])[N:12]([c:22]3[cH:23][cH:24][cH:25][cH:26][cH:27]3)[CH:13]([c:15]3[cH:16][cH:17][c:18]([Br:21])[cH:19][cH:20]3)[CH2:14]2)[cH:2][cH:3][cH:4][cH:5][cH:6]1>>[c:1]1([S:7](=[O:8])(=[O:9])[N:10]2[C:11](=[O:28])[N:12]([c:22]3[cH:23][cH:24][cH:25][cH:26][cH:27]3)[CH:13]([c:15]3[cH:16][cH:17][c:18](-[c:35]4[cH:34][cH:33][c:32]([C:29](=[O:30])[OH:31])[cH:37][cH:36]4)[cH:19][cH:20]3)[CH2:14]2)[cH:2][cH:3][cH:4][cH:5][cH:6]1. Starting materials: C1(CC1)CBr (cyclopropylmethyl bromide), BrC1=C(C=CC=C1)O (2-bromophenol), NC(=O)NC=1SC(=CC1C(=O)N)C1=C(C=CC=C1)C=O (2-[(Aminocarbonyl)amino]-5-[2-formylphenyl]-3-thiophenecarboxamide). Run at temperature 75 celsius, time 4 hour. Yields the product BrC1=C(C=CC=C1)OCC1CC1 (1-Bromo-2-(cyclopropylmethoxy)benzene). As a reaction SMILES: [CH:1]1([CH2:4]Br)[CH2:3][CH2:2]1.[Br:6][C:7]1[CH:12]=[CH:11][CH:10]=[CH:9][C:8]=1[OH:13].NC(NC1SC(C2C=CC=CC=2C=O)=CC=1C(N)=O)=O>>[Br:6][C:7]1[CH:12]=[CH:11][CH:10]=[CH:9][C:8]=1[O:13][CH2:4][CH:1]1[CH2:2][CH2:3]1. Procedure details: Prepared from cyclopropylmethyl bromide and 2-bromophenol by the method of Example 42 (b) except that the reaction mixture was stirred at 75° C. for 4 h. This gave the product as a colourless oil. The reactants are [O-][Br+2]([O-])[O-], CC#N, [Na+], O, O, CC(O)CNC(=O)C(=O)Nc1cccc(C(F)(F)F)c1, Cl[Ru](Cl)Cl. Yields the product CC(=O)CNC(=O)C(=O)Nc1cccc(C(F)(F)F)c1. RXN SMILES: [Br+2:24]([O-:25])([O-:26])[O-:27].[CH3:1][C:2]#[N:3].[Na+:28].[OH2:29].[OH2:30].[OH:4][CH:5]([CH2:6][NH:7][C:8]([C:9](=[O:10])[NH:11][c:12]1[cH:13][c:14]([C:18]([F:19])([F:20])[F:21])[cH:15][cH:16][cH:17]1)=[O:22])[CH3:23].[Ru:31]([Cl:32])([Cl:33])[Cl:34]>>[O:4]=[C:5]([CH2:6][NH:7][C:8]([C:9](=[O:10])[NH:11][c:12]1[cH:13][c:14]([C:18]([F:19])([F:20])[F:21])[cH:15][cH:16][cH:17]1)=[O:22])[CH3:23]. The reactants are FC(C1=CC=C(C=C1)C1=NSC2=C1C=CC(=C2)OS(=O)(=O)C(F)(F)F)(F)F (Trifluoro-methanesulfonic acid 3-(4-trifluoromethyl-phenyl)-benzo[d]isothiazol-6-yl ester), C(CC#C)O (3-butyn-1-ol). The product is FC(C1=CC=C(C=C1)C1=NSC2=C1C=CC(=C2)C#CCCO)(F)F (4-[3-(4-Trifluoromethyl-phenyl)-benzo[d]isothiazol-6-yl]-but-3-yn-1-ol). Reaction SMILES: [F:1][C:2]([F:27])([F:26])[C:3]1[CH:8]=[CH:7][C:6]([C:9]2[C:13]3[CH:14]=[CH:15][C:16](OS(C(F)(F)F)(=O)=O)=[CH:17][C:12]=3[S:11][N:10]=2)=[CH:5][CH:4]=1.[CH2:28]([OH:32])[CH2:29][C:30]#[CH:31]>>[F:26][C:2]([F:27])([F:1])[C:3]1[CH:4]=[CH:5][C:6]([C:9]2[C:13]3[CH:14]=[CH:15][C:16]([C:31]#[C:30][CH2:29][CH2:28][OH:32])=[CH:17][C:12]=3[S:11][N:10]=2)=[CH:7][CH:8]=1. Procedure: In analogy to example 14.1, Trifluoro-methanesulfonic acid 3-(4-trifluoromethyl-phenyl)-benzo[d]isothiazol-6-yl ester and 3-butyn-1-ol were converted to yield 4-[3-(4-Trifluoromethyl-phenyl)-benzo[d]isothiazol-6-yl]-but-3-yn-1-ol as orange semisolid, MS: 347 (M). Reactants: ClC1=CC=C(C=C1)N1C(C2=CC(=C(C=C2C1)OC)OC)=O (2-(4-Chloro-phenyl)-5,6-dimethoxy-2,3-dihydro-isoindol-1-one), B(Br)(Br)Br (boron tribromide). Yields the product ClC1=CC=C(C=C1)N1C(C2=CC(=C(C=C2C1)O)O)=O (2-(4-Chloro-phenyl)-5,6-dihydroxy-2,3-dihydro-isoindol-1-one). RXN SMILES: [Cl:1][C:2]1[CH:7]=[CH:6][C:5]([N:8]2[CH2:16][C:15]3[C:10](=[CH:11][C:12]([O:19]C)=[C:13]([O:17]C)[CH:14]=3)[C:9]2=[O:21])=[CH:4][CH:3]=1.B(Br)(Br)Br>>[Cl:1][C:2]1[CH:7]=[CH:6][C:5]([N:8]2[CH2:16][C:15]3[C:10](=[CH:11][C:12]([OH:19])=[C:13]([OH:17])[CH:14]=3)[C:9]2=[O:21])=[CH:4][CH:3]=1. Procedure: 2-(4-Chloro-phenyl)-5,6-dimethoxy-2,3-dihydro-isoindol-1-one (0.74 g) was demethylated with 4 eq of boron tribromide as described in Example 8.